describe an organic reaction: reactants, conditions, products, and yield From a dataset of the Open Reaction Database (ORD), a public repository of structured organic reaction records. The reactants are [OH-].[Na+] (NaOH), [H-].[Al+3].[Li+].[H-].[H-].[H-] (Lithium aluminium hydride), [Cl-].[Al+3].[Cl-].[Cl-] (aluminium chloride), BrC1=CC=C2CC(CC2=C1)N(C(CC)=O)CCC (N-(6-Bromo-indan-2-yl)-N-propyl-propionamide). Solvent: C1CCOC1 (THF), C1CCOC1 (THF). Conditions: temperature -15 celsius, time 15 minute. Yields the product BrC1=CC=C2CC(CC2=C1)N(CCC)CCC ((6-bromo-indan-2-yl)-dipropyl-amine). The yield is 83.6%. As a reaction SMILES: [H-].[Al+3].[Li+].[H-].[H-].[H-].[Cl-].[Al+3].[Cl-].[Cl-].[Br:11][C:12]1[CH:20]=[C:19]2[C:15]([CH2:16][CH:17]([N:21]([CH2:26][CH2:27][CH3:28])[C:22](=O)[CH2:23][CH3:24])[CH2:18]2)=[CH:14][CH:13]=1.[OH-].[Na+]>C1COCC1>[Br:11][C:12]1[CH:20]=[C:19]2[C:15]([CH2:16][CH:17]([N:21]([CH2:26][CH2:27][CH3:28])[CH2:22][CH2:23][CH3:24])[CH2:18]2)=[CH:14][CH:13]=1 |f:0.1.2.3.4.5,6.7.8.9,11.12|. Procedure details: Lithium aluminium hydride (90 mg, 2.36 mmol) and aluminium chloride (350 mg, 2.25 mmol) were added to dry THF (25 mL). The mixture was cooled to -15° C. and kept at this temperature for 15 min. N-(6-Bromo-indan-2-yl)-N-propyl-propionamide (preparation 14, 0.35 g, 1.13 mmol) dissolved in dry THF (10 mL) was added and the reaction mixture was stirred at -15° C. for 90 min. Aqueous NaOH (15 mL, 15%) was added and the mixture extracted with ethyl acetate. The layers were separated and the organic la... The reactants are C1(=CC=CC=C1)S (THIOPHENOL), C1(=CC=CC=C1)[Mg]Br (phenylmagnesium bromide), C(=C)[Mg]Br (vinylmagnesium bromide), FC1=CC(=CC(=C1)C(C(F)(F)F)(O[Si](C)(C)C)C1=CC=CC=C1)F (1,3-Difluoro-5-(1-phenyl-1-trimethylsilyloxy-2,2,2-trifluoroethyl)benzene), FC=1C=C(C=C(C1)F)C(=O)C=1SC=CN1 ((3,5-difluorophenyl)(thiazol-2-yl)methanone). Run in C1CCOC1 (THF). Yields the product FC=1C=C(C=C(C1)S)C(CC)(C1=CC=CC=C1)O (5- Fluoro-3-(1-hydroxy-1-phenylpropyl)thiophenol). Reaction SMILES: [C:1]1([SH:7])[CH:6]=[CH:5][CH:4]=[CH:3][CH:2]=1.F[C:9]1[CH:14]=[C:13]([C:15]([C:25]2C=CC=C[CH:26]=2)([O:20][Si](C)(C)C)C(F)(F)F)[CH:12]=[C:11](F)[CH:10]=1.[F:32]C1C=C(C(C2SC=CN=2)=O)C=C(F)C=1.C1([Mg]Br)C=CC=CC=1.C([Mg]Br)=C>C1COCC1>[F:32][C:5]1[CH:4]=[C:3]([C:15]([OH:20])([C:13]2[CH:14]=[CH:9][CH:10]=[CH:11][CH:12]=2)[CH2:25][CH3:26])[CH:2]=[C:1]([SH:7])[CH:6]=1. Procedure: Following the procedure described for Thiophenol 2, Step 3 and Thiophenol 1, Steps 2 and 3 but substituting 3,5-difluoropropiophenone (Lancaster) for (3,5-difluorophenyl)(thiazol-2-yl)methanone and phenylmagnesium bromide in THF (Aldrich) for vinylmagnesium bromide as starting material the title compound was obtained. Starting materials: [N+](=O)([O-])C=1C=C(C=C(C1)C(F)(F)F)O (3-nitro-5-(trifluoromethyl)phenol), C([O-])([O-])=O.[Cs+].[Cs+] (cesium carbonate), C1(=CC=C(C=C1)S(=O)(=O)OCCCl)C (2-chloroethyl p-toluenesulfonate). Run in O (water). Conditions: time 5 hour. The product is ClCCOC=1C=C(C=C(C1)C(F)(F)F)N (3-(2-chloroethoxy)-5-(trifluoromethyl)benzenamine). RXN SMILES: [N+:1]([C:4]1[CH:5]=[C:6]([OH:14])[CH:7]=[C:8]([C:10]([F:13])([F:12])[F:11])[CH:9]=1)([O-])=O.C(=O)([O-])[O-].[Cs+].[Cs+].C1(C)C=CC(S(O[CH2:31][CH2:32][Cl:33])(=O)=O)=CC=1>O>[Cl:33][CH2:32][CH2:31][O:14][C:6]1[CH:5]=[C:4]([NH2:1])[CH:9]=[C:8]([C:10]([F:13])([F:12])[F:11])[CH:7]=1 |f:1.2.3|. Procedure details: To a mixture of 3-nitro-5-(trifluoromethyl)phenol (2.10 g, 10.1 mmol) and cesium carbonate (4.00 g, 12.2 mmol) in acetonenitrile (50 ml) was added 2-chloroethyl p-toluenesulfonate (2.9 g, 12 mmol) slowly. The resulting mixture was stirred at RT for 5 hr, poured into water (100 ml) and then extracted with EtOAc (3×80 ml). The combined organic layer was washed with brine (100 ml) and dried over Na2SO4. Solvent was removed under vacuum and the residue was purified by flash column chromatography on ...